From a dataset of the Open Reaction Database (ORD), a public repository of structured organic reaction records. describe an organic reaction: reactants, conditions, products, and yield The reactants are FC(C1=CC=C(C=C1)C1=C(C=NO1)CCC(=O)OC)(F)F (methyl 3-[5-(4-trifluoromethylphenyl)-4-isoxazolyl]propionate), [H-].C(C(C)C)[Al+]CC(C)C (diisobutylaluminum hydride), Cl (hydrochloric acid). Solvent: O1CCCC1 (tetrahydrofuran). Run at time 1 hour. Yields the product FC(C1=CC=C(C=C1)C1=C(C=NO1)CCCO)(F)F (3-[5-(4-trifluoromethylphenyl)-4-isoxazolyl]propan-1-ol). The yield is 76.4%. RXN SMILES: [F:1][C:2]([F:21])([F:20])[C:3]1[CH:8]=[CH:7][C:6]([C:9]2[O:13][N:12]=[CH:11][C:10]=2[CH2:14][CH2:15][C:16](OC)=[O:17])=[CH:5][CH:4]=1.[H-].C([Al+]CC(C)C)C(C)C.Cl>O1CCCC1>[F:21][C:2]([F:1])([F:20])[C:3]1[CH:4]=[CH:5][C:6]([C:9]2[O:13][N:12]=[CH:11][C:10]=2[CH2:14][CH2:15][CH2:16][OH:17])=[CH:7][CH:8]=1 |f:1.2|. Procedure: To a solution of methyl 3-[5-(4-trifluoromethylphenyl)-4-isoxazolyl]propionate (1.40 g) in tetrahydrofuran (80 ml) was gently added diisobutylaluminum hydride (1.0 M hexane solution, 10.3 ml) at 0° C., and the mixture was stirred at room temperature for 1 hr. The reaction mixture was poured into 2N hydrochloric acid, concentrated and the precipitated crystals were collected by filtration and recrystallized from ethyl acetate-hexane to give 3-[5-(4-trifluoromethylphenyl)-4-isoxazolyl]propan-1-ol ... Procedure details: N-(Mesityl)-N′-(2-hydroxyphenyl)-oxalamide (1.47 g, 4.9 mmol, 1 eq), prepared according to the synthesis method described in Example 3, was weighed into an oven-dried round-bottom flask. To this was added BH3-THF (1M in THF) (39 ml, 39.2 mmol, 8 eq). A great deal of bubbling resulted, as the solution turned bright orange. The solution was allowed to reflux overnight. The next day, the solution was observed to have turned clear. The solution was then allowed to cool to room temperature. Methanol ... Conditions: time 1 minute. As a reaction SMILES: [C:1]1([CH3:22])[CH:6]=[C:5]([CH3:7])[CH:4]=[C:3]([CH3:8])[C:2]=1[NH:9][C:10](=O)[C:11]([NH:13][C:14]1[CH:19]=[CH:18][CH:17]=[CH:16][C:15]=1[OH:20])=O.B.[CH2:24]1COCC1.[ClH:29]>CO>[Cl-:29].[C:1]1([CH3:22])[CH:6]=[C:5]([CH3:7])[CH:4]=[C:3]([CH3:8])[C:2]=1[N+:9]1[CH2:10][CH2:11][N:13]([C:14]2[CH:19]=[CH:18][CH:17]=[CH:16][C:15]=2[OH:20])[CH:24]=1 |f:1.2,5.6|. Starting materials: C1(=C(C(=CC(=C1)C)C)NC(C(=O)NC1=C(C=CC=C1)O)=O)C (N-(Mesityl)-N′-(2-hydroxyphenyl)-oxalamide), B.C1CCOC1 (BH3-THF), Cl (HCl). Product: [Cl-].C1(=C(C(=CC(=C1)C)C)[N+]1=CN(CC1)C1=C(C=CC=C1)O)C (N-(mesityl)-3-(2-hydroxyphenyl)-4,5-dihydro-imidazolium chloride). Isolated yield 55.0%. The solvent is CO (Methanol).